This data is from the Open Reaction Database (ORD), a public repository of structured organic reaction records. The task is: describe an organic reaction: reactants, conditions, products, and yield Starting materials: O=C1CCC(=O)N1Cl, ON=Cc1ccc(Cl)c(I)c1F, CN(C)C=O, O. Product: ON=C(Cl)c1ccc(Cl)c(I)c1F. RXN SMILES: [Cl:13][N:14]1[C:15](=[O:16])[CH2:17][CH2:18][C:19]1=[O:20].[Cl:1][c:2]1[c:3]([I:12])[c:4]([F:11])[c:5]([CH:6]=[N:7][OH:8])[cH:9][cH:10]1.[O:22]=[CH:23][N:24]([CH3:25])[CH3:26].[OH2:21]>>[Cl:1][c:2]1[c:3]([I:12])[c:4]([F:11])[c:5]([C:6](=[N:7][OH:8])[Cl:13])[cH:9][cH:10]1. Starting materials: [H-].[Na+] (sodium hydride), CC1=CC=C(C=C1)S(=O)(=O)C[N+]#[C-] (TosMIC), BrC(CCBr)C1CC1 ((1.3-dibromopropyl)cyclopropane), O (water). Run in C(C)OCC (diethylether), CS(=O)C (DMSO), C(C)OCC (diethylether), CS(=O)C (DMSO). Conditions: time 1.5 hour. The product is C1(CC1)C1C(CC1)(S(=O)(=O)C1=CC=C(C=C1)C)[N+]#[C-] (1-(2-cyclopropyl-1-isocyanocyclobutane-sulfonyl)-4-methylbenzene). RXN SMILES: [H-].[Na+].[CH3:3][C:4]1[CH:9]=[CH:8][C:7]([S:10]([CH2:13][N+:14]#[C-:15])(=[O:12])=[O:11])=[CH:6][CH:5]=1.Br[CH:17]([CH:21]1[CH2:23][CH2:22]1)[CH2:18][CH2:19]Br.O>C(OCC)C.CS(C)=O>[CH:21]1([CH:17]2[CH2:18][CH2:19][C:13]2([N+:14]#[C-:15])[S:10]([C:7]2[CH:6]=[CH:5][C:4]([CH3:3])=[CH:9][CH:8]=2)(=[O:12])=[O:11])[CH2:23][CH2:22]1 |f:0.1|. Reported procedure: In a sulfonation flask 11.1 g (0.28 mol) sodium hydride was suspended in a mixture of 80 ml diethylether and 220 ml DMSO. Then a solution of 19.9 g (0.1 mol) TosMIC and 28.2 g (0.115 mol) (1.3-dibromopropyl)cyclopropane in 30 ml diethylether and 80 ml DMSO was added in 90 minutes. After stirring for 1.5 hours, 70 ml of water was added slowly under ice cooling. The first crop of product was filtered off (16.3 g) and the mother liquor evaporated. The raw material obtained from the mother liquor wa... Reaction SMILES: [CH:1]1[C:6]([C:7]([OH:9])=[O:8])=[CH:5][CH:4]=[C:3]([I:10])[CH:2]=1.S(=O)(=O)(O)O.C(=O)([O-])[O-].[Na+].[Na+].[CH2:22](O)[CH3:23]>>[CH2:22]([O:8][C:7](=[O:9])[C:6]1[CH:5]=[CH:4][C:3]([I:10])=[CH:2][CH:1]=1)[CH3:23] |f:2.3.4|. The reactants are C1=CC(=CC=C1C(=O)O)I (p-iodobenzoic acid), C([O-])([O-])=O.[Na+].[Na+] (sodium carbonate), C(C)O (ethanol), S(O)(O)(=O)=O (sulfuric acid), ice. The product is C(C)OC(C1=CC=C(C=C1)I)=O (ethyl-4-iodobenzoate). Procedure details: A solution of 100 grams (0.403 mole) of p-iodobenzoic acid in 600 ml. of abs. ethanol containing 30 ml. of concentrated sulfuric acid is refluxed for 5 days. The cooled solution is poured over 350 grams of ice and is neutralized with saturated sodium carbonate solution. The oil that separates is extracted with six 150 ml. portions of ether. These ether extracts are combined, washed with water, dried over magnesium sulfate, and filtered. Evaporation of the ether gives 131.3 grams of ethyl-4-iodob...